From a dataset of the Open Reaction Database (ORD), a public repository of structured organic reaction records. describe an organic reaction: reactants, conditions, products, and yield Starting materials: N1(CCCC1)CCCOC1=CC=C(C=C1)C1(CCNCC1)C#N (4-[4-(3-pyrrolidin-1-ylpropoxy)phenyl]piperidine-4-carbonitrile), C(C)(=O)O[BH-](OC(C)=O)OC(C)=O.[Na+] (sodium triacetoxyborohydride), CC(=O)C (acetone). Yields the product C(C)(C)N1CCC(CC1)(C#N)C1=CC=C(C=C1)OCCCN1CCCC1 (1-isopropyl-4-[4-(3-pyrrolidin-1-ylpropoxy)phenyl]piperidine-4-carbonitrile). Isolated yield 58.0%. RXN SMILES: [N:1]1([CH2:6][CH2:7][CH2:8][O:9][C:10]2[CH:15]=[CH:14][C:13]([C:16]3([C:22]#[N:23])[CH2:21][CH2:20][NH:19][CH2:18][CH2:17]3)=[CH:12][CH:11]=2)[CH2:5][CH2:4][CH2:3][CH2:2]1.C(O[BH-](OC(=O)C)OC(=O)C)(=O)C.[Na+].[CH3:38][C:39]([CH3:41])=O>>[CH:39]([N:19]1[CH2:18][CH2:17][C:16]([C:13]2[CH:14]=[CH:15][C:10]([O:9][CH2:8][CH2:7][CH2:6][N:1]3[CH2:5][CH2:4][CH2:3][CH2:2]3)=[CH:11][CH:12]=2)([C:22]#[N:23])[CH2:21][CH2:20]1)([CH3:41])[CH3:38] |f:1.2|. Procedure: The title compound (45 mg, 58%) was prepared from 4-[4-(3-pyrrolidin-1-ylpropoxy)phenyl]piperidine-4-carbonitrile, acetone and sodium triacetoxyborohydride similarly to the procedure used for example 54. 1H NMR (400 MHz, CD3OD) 61.12 (d, 6H), 1.81-1.84 (m, 4H), 1.99-2.14 (m, 6H), 2.58-2.69 (m, 8H), 2.82 (m, 1H), 3.02 (d, 2H), 4.04 (t, 2H), 6.96 (d, 2H), 7.42 (d, 2H). HRMS ESI+ m/z 356.2691 [MH]+.